Dataset: the Open Reaction Database (ORD), a public repository of structured organic reaction records. Task: describe an organic reaction: reactants, conditions, products, and yield Starting materials: BrC=1C=C2C(CC(SC2=CC1)C1=CC=CC=C1)=O (6-bromo-2-phenylthiochroman-4-one), [C-]#N.[K+] (KCN), (NH4)2CO3, C(=O)N (formamide), CCOC(=O)C (EtOAc). Run at temperature 65 celsius, time 2 hour. The product is BrC=1C=C2C3(CC(SC2=CC1)C1=CC=CC=C1)NC(NC3=O)=O (6′-bromo-2′-phenylspiro[imidazolidine-4,4′-thiochroman]-2,5-dione). RXN SMILES: [Br:1][C:2]1[CH:3]=[C:4]2[C:9](=[CH:10][CH:11]=1)[S:8][CH:7]([C:12]1[CH:17]=[CH:16][CH:15]=[CH:14][CH:13]=1)[CH2:6][C:5]2=O.[C-]#[N:20].[K+].[CH:22]([NH2:24])=[O:23].CCO[C:28](C)=[O:29]>>[Br:1][C:2]1[CH:3]=[C:4]2[C:9](=[CH:10][CH:11]=1)[S:8][CH:7]([C:12]1[CH:17]=[CH:16][CH:15]=[CH:14][CH:13]=1)[CH2:6][C:5]12[C:22](=[O:23])[NH:24][C:28](=[O:29])[NH:20]1 |f:1.2|. Procedure: To a 10 mL CEM microwave test tube charged with 6-bromo-2-phenylthiochroman-4-one (344 mg, 1.08 mmol), KCN (150 mg, 2.2 mmol), and (NH4)2CO3 (800 mg, 7.7 mmol) is added formamide (6.5 mL). The resulting mixture is heated in a CEM microwave reactor at 60° C. for 1.5 hrs, 65° C. for 1.5 hrs, then 70° C. for 2 hrs. The resulting mixture is diluted with EtOAc (20 mL) and washed with H2O (3×10 mL). The organic layer is dried over Na2SO4, and solvent is removed in vacuo to give a crude product, which ... Reaction SMILES: [C:12](=[O:13])([O-:14])[O-:15].[C:23](=[O:24])([O-:25])[O-:26].[CH3:18][N:19]([CH3:20])[CH:21]=[O:22].[CH3:1][O:2][C:3]([c:4]1[cH:5][cH:6][c:7]([OH:10])[cH:8][cH:9]1)=[O:11].[Cl:29][CH2:30][CH2:31][Cl:32].[Cs+:16].[Cs+:17].[K+:27].[K+:28].[OH2:33]>>[CH3:1][O:2][C:3]([c:4]1[cH:5][cH:6][c:7]([O:10][CH2:31][CH2:30][Cl:29])[cH:8][cH:9]1)=[O:11]. Yields the product COC(=O)c1ccc(OCCCl)cc1. The reactants are O=C([O-])[O-], O=C([O-])[O-], CN(C)C=O, COC(=O)c1ccc(O)cc1, ClCCCl, [Cs+], [Cs+], [K+], [K+], O. The reactants are CC(=O)O, O=C1CCC(=O)N1Cl, O=C(O)c1ccsc1. The product is O=C(O)c1csc(Cl)c1. RXN SMILES: [CH3:17][C:18](=[O:19])[OH:20].[Cl:9][N:10]1[C:11](=[O:12])[CH2:13][CH2:14][C:15]1=[O:16].[s:1]1[cH:2][c:3]([C:6](=[O:7])[OH:8])[cH:4][cH:5]1>>[s:1]1[cH:2][c:3]([C:6](=[O:7])[OH:8])[cH:4][c:5]1[Cl:9]. Reactants: FC1=C(C=C(C(=C1)Cl)OC1CCCC1)N1C(C2=C(C1=O)CCCC2)=O (N-(2-Fluoro-4-chloro-5-cyclopentyloxyphenyl)-3,4,5,6-tetrahydrophthalimide), CC1C(CCCC1)N (2-methylcyclohexylamine). The solvent is C1=CC=CC=C1 (benzene). Run at time 8 hour. The product is FC1=C(C=C(C(=C1)Cl)OC1CCCC1)NC(C1=C(C(=O)NC2C(CCCC2)C)CCCC1)=O (N-(2-fluoro-4-chloro-5-cyclopentyloxyphenyl)-N'-(2-methylcyclohexyl)-3,4,5,6-tetrahydrophthalamide). Isolated yield 28.4%. As a reaction SMILES: [F:1][C:2]1[CH:7]=[C:6]([Cl:8])[C:5]([O:9][CH:10]2[CH2:14][CH2:13][CH2:12][CH2:11]2)=[CH:4][C:3]=1[N:15]1[C:19](=[O:20])[C:18]2[CH2:21][CH2:22][CH2:23][CH2:24][C:17]=2[C:16]1=[O:25].[CH3:26][CH:27]1[CH2:32][CH2:31][CH2:30][CH2:29][CH:28]1[NH2:33]>C1C=CC=CC=1>[F:1][C:2]1[CH:7]=[C:6]([Cl:8])[C:5]([O:9][CH:10]2[CH2:11][CH2:12][CH2:13][CH2:14]2)=[CH:4][C:3]=1[NH:15][C:16](=[O:25])[C:17]1[CH2:24][CH2:23][CH2:22][CH2:21][C:18]=1[C:19]([NH:33][CH:28]1[CH2:29][CH2:30][CH2:31][CH2:32][CH:27]1[CH3:26])=[O:20]. Procedure: N-(2-Fluoro-4-chloro-5-cyclopentyloxyphenyl)-3,4,5,6-tetrahydrophthalimide (1.00 g, 2.75 mmol), 2-methylcyclohexylamine (0.620 g, 5.48 mmol) and benzene (25 ml) as a solvent were placed into a round bottom flask (50 cc) and stirred overnight at room temperature. After completion of the reaction, the solvent was distilled off under reduced pressure, and the precipitated crystals were isolated by filtration. The crystals were washed with hexane and dried to obtain N-(2-fluoro-4-chloro-5-cyclopenty...